describe an organic reaction: reactants, conditions, products, and yield From a dataset of the Open Reaction Database (ORD), a public repository of structured organic reaction records. Reactants: CN(C=CC(=O)C1=CSC=C1)C (3-dimethylamino-1-(3-thienyl)-2-propen-1-one), NC1=NNC=C1Br (3-amino-4-bromopyrazole). Run in C(C)(=O)O (acetic acid). Product: BrC=1C=NN2C1N=CC=C2C2=CSC=C2 (3-Bromo-7-(3-thienyl)pyrazolo[1,5-a]pyrimidine). Reaction SMILES: C[N:2]([CH3:12])[CH:3]=[CH:4][C:5]([C:7]1[CH:11]=[CH:10][S:9][CH:8]=1)=O.NC1[C:18]([Br:19])=[CH:17][NH:16][N:15]=1>C(O)(=O)C>[Br:19][C:18]1[CH:17]=[N:16][N:15]2[C:5]([C:7]3[CH:11]=[CH:10][S:9][CH:8]=3)=[CH:4][CH:3]=[N:2][C:12]=12. Procedure: A mixture of 0.01 mole of 3-dimethylamino-1-(3-thienyl)-2-propen-1-one and 0.01 mole of 3-amino-4-bromopyrazole in glacial acetic acid is heated at reflux temperature for 8 hours. The solvent is removed in vacuo to give the product of the example. Reactants: C=CCBr, C[O-], [Na+], O, CC(=NO)c1ccc(NC(=O)NCC(=O)OC(C)(C)C)cc1. Yields the product C=CCON=C(C)c1ccc(NC(=O)NCC(=O)OC(C)(C)C)cc1. As a reaction SMILES: [CH2:26]([CH:27]=[CH2:28])[Br:29].[CH3:23][O-:24].[Na+:25].[OH2:30].[OH:1][N:2]=[C:3]([CH3:4])[c:5]1[cH:6][cH:7][c:8]([NH:11][C:12](=[O:13])[NH:14][CH2:15][C:16](=[O:17])[O:18][C:19]([CH3:20])([CH3:21])[CH3:22])[cH:9][cH:10]1>>[O:1]([N:2]=[C:3]([CH3:4])[c:5]1[cH:6][cH:7][c:8]([NH:11][C:12](=[O:13])[NH:14][CH2:15][C:16](=[O:17])[O:18][C:19]([CH3:20])([CH3:21])[CH3:22])[cH:9][cH:10]1)[CH2:28][CH:27]=[CH2:26].